describe an organic reaction: reactants, conditions, products, and yield From a dataset of the Open Reaction Database (ORD), a public repository of structured organic reaction records. The product is CC1(CC(=NO1)SCC=1C(=NC=NC1C(F)(F)F)OC)C (5,5-dimethyl-[(4-methoxy-6-trifluoromethylpyrimidin-5-yl)-methylthio]-2-isoxazoline). Run at time 2 hour. Reactants: [SH-].[Na+] (sodium hydrosulfide), CC1(CC(=NO1)S(=O)(=O)C)C (5,5-dimethyl-3-methylsulfonyl-2-isoxazoline), C([O-])([O-])=O.[K+].[K+] (potassium carbonate), C(O)S(=O)[O-].[Na+] (Rongalit), ClCC=1C(=NC=NC1C(F)(F)F)OC (5-chloromethyl-4-methoxy-6-trifluoromethylpyrimidine). Procedure: 0.32 g of sodium hydrosulfide (purity: 70%, 4.00 mmoles) was added, at room temperature, to a solution of 0.35 g (2.00 mmoles) of 5,5-dimethyl-3-methylsulfonyl-2-isoxazoline dissolved in 10 ml of dimethylformamide. The mixture was stirred for 2 hours. To the reaction mixture were added 0.28 g (2.00 mmoles) of anhydrous potassium carbonate, 0.31 g (2.00 mmoles) of Rongalit and 0.45 g (2.00 mmoles) of 5-chloromethyl-4-methoxy-6-trifluoromethylpyrimidine. The resulting mixture was stirred at room t... Yield: 85.6%. Solvent: O (water), CN(C=O)C (dimethylformamide). RXN SMILES: [SH-].[Na+].[CH3:3][C:4]1([CH3:13])[O:8][N:7]=[C:6]([S:9]([CH3:12])(=O)=O)[CH2:5]1.C(=O)([O-])[O-].[K+].[K+].C(S([O-])=O)O.[Na+].ClC[C:28]1[C:29]([O:38][CH3:39])=[N:30][CH:31]=[N:32][C:33]=1[C:34]([F:37])([F:36])[F:35]>CN(C)C=O.O>[CH3:3][C:4]1([CH3:13])[O:8][N:7]=[C:6]([S:9][CH2:12][C:28]2[C:29]([O:38][CH3:39])=[N:30][CH:31]=[N:32][C:33]=2[C:34]([F:36])([F:37])[F:35])[CH2:5]1 |f:0.1,3.4.5,6.7|. The reactants are [Si](O)(O)(O)O (silicic acid), C1(=CC=CC=C1)O (phenol), C([O-])([O-])=O.[K+].[K+] (potassium carbonate), C1(=CC=CC=C1)O (phenol). Reaction conditions: time 40 minute. Yields the product [Si](O)(O)(O)O.C1(=CC=CC=C1)O (phenol silicate). RXN SMILES: [Si:1]([OH:5])([OH:4])([OH:3])[OH:2].[C:6]1([OH:12])[CH:11]=[CH:10][CH:9]=[CH:8][CH:7]=1.C(=O)([O-])[O-].[K+].[K+]>>[Si:1]([OH:5])([OH:4])([OH:3])[OH:2].[C:6]1([OH:12])[CH:11]=[CH:10][CH:9]=[CH:8][CH:7]=1 |f:2.3.4,5.6|. Reported procedure: About 20 parts by weight of room air dried silicic acid gel, 20 parts by weight of phenol and 4 parts by weight of potassium carbonate, are mixed, then heated to just below the boiling point of phenol while agitating for 20 to 60 minutes, thereby producing tan granules of phenol silicate.